This data is from the Open Reaction Database (ORD), a public repository of structured organic reaction records. The task is: describe an organic reaction: reactants, conditions, products, and yield Reactants: C(=O)([O-])[O-].[K+].[K+] (K2CO3), ClC1=NC2=CC=CC=C2C(=N1)NC=1NN=C(C1)C ((2-chloroquinazolin-4-yl)-(5-methyl-2H-pyrazol-3-yl)-amine), C(C)(=O)NC1=CC=C(C=C1)S (4-acetamidothiophenol), C(C)OCC (Diethylether). Run in C(C)(C)(C)O (tert-butanol). Reaction conditions: time 2 hour. Product: C(C)(=O)NC1=CC=C(C=C1)SC1=NC2=CC=CC=C2C(=N1)NC=1NN=C(C1)C ([2-(4-acetamidophenylsulfanyl)-quinazolin-4-yl]-(5-methyl-2H-pyrazol-3-yl)-amine). RXN SMILES: Cl[C:2]1[N:11]=[C:10]([NH:12][C:13]2[NH:14][N:15]=[C:16]([CH3:18])[CH:17]=2)[C:9]2[C:4](=[CH:5][CH:6]=[CH:7][CH:8]=2)[N:3]=1.[C:19]([NH:22][C:23]1[CH:28]=[CH:27][C:26]([SH:29])=[CH:25][CH:24]=1)(=[O:21])[CH3:20].C(OCC)C.C([O-])([O-])=O.[K+].[K+]>C(O)(C)(C)C>[C:19]([NH:22][C:23]1[CH:28]=[CH:27][C:26]([S:29][C:2]2[N:11]=[C:10]([NH:12][C:13]3[NH:14][N:15]=[C:16]([CH3:18])[CH:17]=3)[C:9]3[C:4](=[CH:5][CH:6]=[CH:7][CH:8]=3)[N:3]=2)=[CH:25][CH:24]=1)(=[O:21])[CH3:20] |f:3.4.5|. Procedure: A solution of (2-chloroquinazolin-4-yl)-(5-methyl-2H-pyrazol-3-yl)-amine (200 mg, 0.77 mmol) and 4-acetamidothiophenol (644 mg, 3.85 mmol) is refluxed in tert-butanol (3 mL) over a 20 hour period. Diethylether (10 mL) is added to the mixture and a solid forms that is collected by filtration. This solid is suspended in EtOH/H2O 1 mL/3 mL), then K2CO3 (110 mg, 0.8 mmol) is added and the suspension is stirred for 2 h at room temperature. A solid forms and is collected and dried under vacuum to give... The reactants are FC1=C(C=C(COCCCCCC(=O)N2C(OC[C@H]2CC2=CC=CC=C2)=O)C=C1)C ((R)-3-(6-(4-fluoro-3-methylbenzyloxy)hexanoyl)-4-benzyloxazolidin-2-one), CC(C)C1=CC(=C(C(=C1)C(C)C)S(=O)(=O)N=[N+]=[N-])C(C)C (trisyl azide), CC(=O)O (HOAc), C[Si](C)(C)[N-][Si](C)(C)C.[K+] (KHMDS). Run in C1CCOC1 (THF), C1CCOC1 (THF), C1CCOC1 (THF), [Cl-].[Na+].O (brine), C1CCOC1 (THF). Conditions: temperature -78 celsius, time 1 hour. Product: FC1=C(C=C(COCCCC[C@H](C(=O)N2C(OC[C@H]2CC2=CC=CC=C2)=O)N=[N+]=[N-])C=C1)C ((R)-3-((R)-6-(4-fluoro-3-methylbenzyloxy)-2-azidohexanoyl)-4-benzyloxazolidin-2-one). Yield: 47.7%. Reaction SMILES: C[Si]([N-][Si](C)(C)C)(C)C.[K+].[F:11][C:12]1[CH:39]=[CH:38][C:15]([CH2:16][O:17][CH2:18][CH2:19][CH2:20][CH2:21][CH2:22][C:23]([N:25]2[C@H:29]([CH2:30][C:31]3[CH:36]=[CH:35][CH:34]=[CH:33][CH:32]=3)[CH2:28][O:27][C:26]2=[O:37])=[O:24])=[CH:14][C:13]=1[CH3:40].CC(C1C=C(C(C)C)C(S([N:56]=[N+:57]=[N-:58])(=O)=O)=C(C(C)C)C=1)C.CC(O)=O>C1COCC1.[Cl-].[Na+].O>[F:11][C:12]1[CH:39]=[CH:38][C:15]([CH2:16][O:17][CH2:18][CH2:19][CH2:20][CH2:21][C@@H:22]([N:56]=[N+:57]=[N-:58])[C:23]([N:25]2[C@H:29]([CH2:30][C:31]3[CH:36]=[CH:35][CH:34]=[CH:33][CH:32]=3)[CH2:28][O:27][C:26]2=[O:37])=[O:24])=[CH:14][C:13]=1[CH3:40] |f:0.1,6.7.8|. Procedure details: To a cooled (−78° C.) solution of KHMDS (3.49 mL, 1.745 mol, 0.5 M in toluene) in 5 mL of THF was added a cooled (−78° C.) solution of (R)-3-(6-(4-fluoro-3-methylbenzyloxy)hexanoyl)-4-benzyloxazolidin-2-one (0.481 g, 1.163 mmol) in 4 mL of THF. The reaction was stirred at −78° C. under N2 for 1 h. Then a cooled (−78° C.) solution of trisyl azide (0.448 g, 1.454 mmol) in 4 mL of THF was added. After 1-2 min, a solution of HOAc (0.321 g, 5.350 mmol) in 4 mL of THF was added. After warmed slowly to... Reactants: COc1cc(N2CCC(N(C)C)CC2)ccc1[N+](=O)[O-], COc1cc(N2CCCC(C(=O)N3CCN(C)CC3)C2)ccc1N. Yields the product COc1cc(N2CCC(N(C)C)CC2)ccc1N. As a reaction SMILES: [CH3:25][O:26][c:27]1[cH:28][c:29]([N:36]2[CH2:37][CH2:38][CH:39]([N:42]([CH3:43])[CH3:44])[CH2:40][CH2:41]2)[cH:30][cH:31][c:32]1[N+:33]([O-:34])=[O:35].[NH2:1][c:2]1[cH:3][cH:4][c:5]([N:6]2[CH2:7][CH2:8][CH2:9][CH:10]([C:11]([N:12]3[CH2:13][CH2:14][N:15]([CH3:16])[CH2:17][CH2:18]3)=[O:19])[CH2:20]2)[cH:21][c:22]1[O:23][CH3:24]>>[CH3:25][O:26][c:27]1[cH:28][c:29]([N:36]2[CH2:37][CH2:38][CH:39]([N:42]([CH3:43])[CH3:44])[CH2:40][CH2:41]2)[cH:30][cH:31][c:32]1[NH2:33]. Yields the product Nc1ccc(-c2nccs2)cc1. Reaction SMILES: [CH3:17][C:18](=[O:19])[OH:20].[Fe:22].[N+:1]([O-:2])(=[O:3])[c:4]1[cH:5][cH:6][c:7](-[c:10]2[s:11][cH:12][cH:13][n:14]2)[cH:8][cH:9]1.[Na+:16].[OH-:15].[OH2:21]>>[NH2:1][c:4]1[cH:5][cH:6][c:7](-[c:10]2[s:11][cH:12][cH:13][n:14]2)[cH:8][cH:9]1. Reactants: CC(=O)O, [Fe], O=[N+]([O-])c1ccc(-c2nccs2)cc1, [Na+], [OH-], O. Starting materials: COC(=O)C1NCC2=CC(=CC=C2C1)[N+](=O)[O-] (7-nitro-1,2,3,4-tetrahydro-3-isoquinolinecarboxylic acid methyl ester), ClCC(=O)Cl (chloroacetyl chloride), Example 33 ( a ), ClCCl (dichloromethane). Solvent: C(C)N(CC)CC (triethylamine). Conditions: time 2 hour. Product: COC(=O)C1NC(C2=CC(=CC=C2C1)[N+](=O)[O-])C(CCl)=O (2-chloroacetyl-7-nitro-1,2,3,4-tetrahydro-3-isoquinolinecarboxylic acid methyl ester). Yield: 105.2%. RXN SMILES: [CH3:1][O:2][C:3]([CH:5]1[CH2:14][C:13]2[C:8](=[CH:9][C:10]([N+:15]([O-:17])=[O:16])=[CH:11][CH:12]=2)[CH2:7][NH:6]1)=[O:4].ClCCl.[Cl:21][CH2:22][C:23](Cl)=[O:24]>C(N(CC)CC)C>[CH3:1][O:2][C:3]([CH:5]1[CH2:14][C:13]2[C:8](=[CH:9][C:10]([N+:15]([O-:17])=[O:16])=[CH:11][CH:12]=2)[CH:7]([C:23](=[O:24])[CH2:22][Cl:21])[NH:6]1)=[O:4]. Reported procedure: To a mixture of 7-nitro-1,2,3,4-tetrahydro-3-isoquinolinecarboxylic acid methyl ester (Example 33 (a), 4.466 g, 18.9 mmol), dichloromethane (130 ml) and triethylamine (3.0 ml), cooled in an ice bath, was added dropwise chloroacetyl chloride (1.74 ml, 21.8 mmol). The resulting reaction mixture was stirred for 2 h at room temperature. The reaction mixture was then washed with dilute hydrochloric acid and then with water. The organic phase was dried over anhydrous magnesium sulfate and then concent... The reactants are COCCCOc1ccc(OB([O-])[O-])cc1, CN(Cc1ccc(NC(=O)C2=Cc3cc(Br)ccc3S(=O)(=O)CC2)cc1)C1CCOCC1, O=C([O-])[O-], CCO, [K+], [K+], O, O, Cc1ccccc1. The product is COCCCOc1ccc(-c2ccc3c(c2)C=C(C(=O)Nc2ccc(CN(C)C4CCOCC4)cc2)CCS3(=O)=O)cc1. Reaction SMILES: [B:44]([O-:45])([O-:58])[O:59][c:46]1[cH:47][cH:48][c:49]([O:52][CH2:53][CH2:54][CH2:55][O:56][CH3:57])[cH:50][cH:51]1.[Br:1][c:2]1[cH:3][cH:4][c:5]2[c:6]([cH:32]1)[CH:7]=[C:8]([C:14](=[O:15])[NH:16][c:17]1[cH:18][cH:19][c:20]([CH2:23][N:24]([CH:25]3[CH2:26][CH2:27][O:28][CH2:29][CH2:30]3)[CH3:31])[cH:21][cH:22]1)[CH2:9][CH2:10][S:11]2(=[O:12])=[O:13].[C:60](=[O:61])([O-:62])[O-:63].[CH2:34]([OH:35])[CH3:36].[K+:64].[K+:65].[OH2:33].[OH2:66].[c:37]1([CH3:38])[cH:39][cH:40][cH:41][cH:42][cH:43]1>>[c:2]1(-[c:46]2[cH:47][cH:48][c:49]([O:52][CH2:53][CH2:54][CH2:55][O:56][CH3:57])[cH:50][cH:51]2)[cH:3][cH:4][c:5]2[c:6]([cH:32]1)[CH:7]=[C:8]([C:14](=[O:15])[NH:16][c:17]1[cH:18][cH:19][c:20]([CH2:23][N:24]([CH:25]3[CH2:26][CH2:27][O:28][CH2:29][CH2:30]3)[CH3:31])[cH:21][cH:22]1)[CH2:9][CH2:10][S:11]2(=[O:12])=[O:13]. The reactants are solution, Cl (hydrogen chloride), CN(C)CC(COC1=C(C=CC=C1)CCCCCCCC1=CC=CC=C1)O (3-(N,N-dimethylamino)-1-[2-(7-phenylheptyl) phenoxy]-2-propanol). Run in O1CCOCC1 (dioxane), C(C)(=O)OCC (ethyl acetate). Product: Cl.CN(C)CC(COC1=C(C=CC=C1)CCCCCCCC1=CC=CC=C1)O (3-(N,N-Dimethylamino)-1-[2-(7-phenylheptyl)phenoxy]-2-propanol hydrochloride). As a reaction SMILES: [CH3:1][N:2]([CH2:4][CH:5]([OH:27])[CH2:6][O:7][C:8]1[CH:13]=[CH:12][CH:11]=[CH:10][C:9]=1[CH2:14][CH2:15][CH2:16][CH2:17][CH2:18][CH2:19][CH2:20][C:21]1[CH:26]=[CH:25][CH:24]=[CH:23][CH:22]=1)[CH3:3].[ClH:28]>C(OCC)(=O)C.O1CCOCC1>[ClH:28].[CH3:1][N:2]([CH2:4][CH:5]([OH:27])[CH2:6][O:7][C:8]1[CH:13]=[CH:12][CH:11]=[CH:10][C:9]=1[CH2:14][CH2:15][CH2:16][CH2:17][CH2:18][CH2:19][CH2:20][C:21]1[CH:22]=[CH:23][CH:24]=[CH:25][CH:26]=1)[CH3:3] |f:4.5|. Procedure details: 0.31 g of 3-(N,N-dimethylamino)-1-[2-(7-phenylheptyl) phenoxy]-2-propanol [prepared as described in step (b) above] was dissolved in 10 ml of ethyl acetate, and 0.33 ml of a 4N solution of hydrogen chloride in dioxane was added to the solution, whilst ice-cooling and stirring. The resulting mixture was stirred at room temperature for a few minutes, after which it was concentrated by distillation under reduced pressure. Pentane was added to the resulting concentrate, and the mixture was shaken an... Starting materials: O=C([O-])[O-], CCCCCCCCCCCCCCCCCCOc1cc(O)cc(N(CC(=O)OC)CC(=O)OC)c1, CC(C)=O, ClCc1ccc2ccccc2n1, Cl, [I-], [K+], [K+], [Na+], CN(C)C=O. The product is CCCCCCCCCCCCCCCCCCOc1cc(OCc2ccc3ccccc3n2)cc(N(CC(=O)OC)CC(=O)OC)c1. As a reaction SMILES: [C:51](=[O:52])([O-:53])[O-:54].[CH3:1][O:2][C:3]([CH2:4][N:5]([CH2:6][C:7](=[O:8])[O:9][CH3:10])[c:11]1[cH:12][c:13]([OH:36])[cH:14][c:15]([O:17][CH2:18][CH2:19][CH2:20][CH2:21][CH2:22][CH2:23][CH2:24][CH2:25][CH2:26][CH2:27][CH2:28][CH2:29][CH2:30][CH2:31][CH2:32][CH2:33][CH2:34][CH3:35])[cH:16]1)=[O:37].[CH3:59][C:60](=[O:61])[CH3:62].[Cl:39][CH2:40][c:41]1[n:42][c:43]2[cH:44][cH:45][cH:46][cH:47][c:48]2[cH:49][cH:50]1.[ClH:38].[I-:58].[K+:55].[K+:56].[Na+:57].[O:63]=[CH:64][N:65]([CH3:66])[CH3:67]>>[CH3:1][O:2][C:3]([CH2:4][N:5]([CH2:6][C:7](=[O:8])[O:9][CH3:10])[c:11]1[cH:12][c:13]([O:36][CH2:40][c:41]2[n:42][c:43]3[cH:44][cH:45][cH:46][cH:47][c:48]3[cH:49][cH:50]2)[cH:14][c:15]([O:17][CH2:18][CH2:19][CH2:20][CH2:21][CH2:22][CH2:23][CH2:24][CH2:25][CH2:26][CH2:27][CH2:28][CH2:29][CH2:30][CH2:31][CH2:32][CH2:33][CH2:34][CH3:35])[cH:16]1)=[O:37]. Reactants: C=CC1=CC=CC=C1.C(\C=C/C(=O)O)(=O)O (styrene maleic acid), COCC(C)O (propylene glycol mono methyl ether), CC(CC(C)(O)C)=O (diacetone alcohol), 3-methoxy-4-diazo diphenyl amine sulfate, 4,4'-bis-methoxy methyl diphenyl ether, C1(=C(C(=CC(=C1)C)C)S(=O)(=O)[O-])C (mesitylene sulfonate). The product is C1(=CC=C(C=C1)S(=O)(=O)O)C (p-toluene sulfonic acid), condensation product. The solvent is C(C)C(=O)C (methyl ethyl ketone). As a reaction SMILES: COCC(O)C.CC(=O)CC(C)(O)C.C=CC1C=CC=CC=1.C(O)(=O)/C=C\C(O)=O.[C:31]1(C)[CH:36]=[C:35]([CH3:37])[CH:34]=[C:33](C)[C:32]=1[S:39]([O-:42])(=[O:41])=[O:40]>C(C(C)=O)C>[C:35]1([CH3:37])[CH:36]=[CH:31][C:32]([S:39]([OH:42])(=[O:40])=[O:41])=[CH:33][CH:34]=1 |f:2.3|. Reported procedure: A light-sensitive composition is prepared by blending together 210 g of methyl ethyl ketone, 94.5 g of propylene glycol mono methyl ether and 140 g of diacetone alcohol under moderate stirring and then adding 21 g of Scripset 540, a styrene/maleic acid half ester copolymer having an average molecular weight from about 10,000 to 50,000 available from Monsanto, and stirring until the copolymer is dissolved. 1.75 g of p-toluene sulfonic acid and 10.5 g of the condensation product of 3-methoxy-4-dia... Starting materials: CN1COc2cc(F)ccc2C1=O, Cc1cnc(NC(=O)c2cc(O)cc(OC3CCOC3)c2)cn1. Yields the product Cc1cnc(NC(=O)c2cc(Oc3ccc4c(c3)OCN(C)C4=O)cc(OC3CCOC3)c2)cn1. Reaction SMILES: [F:1][c:2]1[cH:3][c:4]2[c:5]([cH:12][cH:13]1)[C:6](=[O:11])[N:7]([CH3:10])[CH2:8][O:9]2.[OH:14][c:15]1[cH:16][c:17]([C:18](=[O:19])[NH:20][c:21]2[n:22][cH:23][c:24]([CH3:27])[n:25][cH:26]2)[cH:28][c:29]([O:31][CH:32]2[CH2:33][O:34][CH2:35][CH2:36]2)[cH:30]1>>[c:2]1([O:14][c:15]2[cH:16][c:17]([C:18](=[O:19])[NH:20][c:21]3[n:22][cH:23][c:24]([CH3:27])[n:25][cH:26]3)[cH:28][c:29]([O:31][CH:32]3[CH2:33][O:34][CH2:35][CH2:36]3)[cH:30]2)[cH:3][c:4]2[c:5]([cH:12][cH:13]1)[C:6](=[O:11])[N:7]([CH3:10])[CH2:8][O:9]2.